describe an organic reaction: reactants, conditions, products, and yield From a dataset of the Open Reaction Database (ORD), a public repository of structured organic reaction records. Product: C1(=CC=CC=C1)NC(=N)C=1C=NC=CC1 (N-phenyl-3-pyridinecarboximidamide). Isolated yield 64.3%. Procedure details: Sodium hydride (60% in mineral oil, 11.52 g, 288 mmol) was added portion-wise over 30 min to a stirred solution of 3-pyridinecarbonitrile (30 g, 288 mmol) and aniline (26 g, 290 mmol) in dimethylsulfoxide (150 mL) at 10° C. The reaction mixture was allowed to warm to ambient temperature with stirring for 18 h. The reaction mixture was slowly and cautiously poured into water containing crushed ice. The solid that precipitated was filtered, washed with petroleum ether, dissolved in dichloromethane... The solvent is CS(=O)C (dimethylsulfoxide). Conditions: time 18 hour. As a reaction SMILES: [H-].[Na+].[N:3]1[CH:8]=[CH:7][CH:6]=[C:5]([C:9]#[N:10])[CH:4]=1.[NH2:11][C:12]1[CH:17]=[CH:16][CH:15]=[CH:14][CH:13]=1.O>CS(C)=O>[C:12]1([NH:11][C:9]([C:5]2[CH:4]=[N:3][CH:8]=[CH:7][CH:6]=2)=[NH:10])[CH:17]=[CH:16][CH:15]=[CH:14][CH:13]=1 |f:0.1|. Reactants: O (water), [H-].[Na+] (Sodium hydride), N1=CC(=CC=C1)C#N (3-pyridinecarbonitrile), NC1=CC=CC=C1 (aniline).